Dataset: the Open Reaction Database (ORD), a public repository of structured organic reaction records. Task: describe an organic reaction: reactants, conditions, products, and yield Starting materials: C(#N)C=1C=C(C=C(C1)I)S(=O)(=O)N (3-cyano-5-iodobenzenesulfonamide), ice water, [H-].[Na+] (sodium hydride), 2.8, C(C)(=O)OC(C)=O (acetic anhydride). Run in CN(C=O)C (dimethylformamide). Reaction conditions: time 1 hour. Product: C(C)(=O)NS(=O)(=O)C1=CC(=CC(=C1)I)C#N (N-Acetyl-3-cyano-5-iodobenzenesulfonamide). As a reaction SMILES: [C:1]([C:3]1[CH:4]=[C:5]([S:10]([NH2:13])(=[O:12])=[O:11])[CH:6]=[C:7]([I:9])[CH:8]=1)#[N:2].[H-].[Na+].[C:16](OC(=O)C)(=[O:18])[CH3:17]>CN(C)C=O>[C:16]([NH:13][S:10]([C:5]1[CH:6]=[C:7]([I:9])[CH:8]=[C:3]([C:1]#[N:2])[CH:4]=1)(=[O:12])=[O:11])(=[O:18])[CH3:17] |f:1.2|. Reported procedure: A solution of 3.08 g. (10 mmoles) of 3-cyano-5-iodobenzenesulfonamide in 30 ml. of dimethylformamide is treated with 420 mg. (10 mmoles) of 57% sodium hydride emulsion. When the initial reaction subsides, the mixture is heated in a warm water bath for one hour. 2.8 Ml. (30 mmoles) of acetic anhydride is added and the solution becomes cloudy. The mixture is stirred for one hour and poured into an ice water mixture. After 30 minutes of stirring, the precipitate is filtered, washed with water, meth... Reactants: CS(=O)(=O)c1nccc(-n2cnc3ccccc32)n1, NCc1cccc(F)c1. The product is Fc1cccc(CNc2nccc(-n3cnc4ccccc43)n2)c1. Reaction SMILES: [CH3:1][S:2](=[O:3])(=[O:4])[c:5]1[n:6][cH:7][cH:8][c:9](-[n:11]2[cH:12][n:13][c:14]3[c:15]2[cH:16][cH:17][cH:18][cH:19]3)[n:10]1.[F:20][c:21]1[cH:22][c:23]([CH2:24][NH2:25])[cH:26][cH:27][cH:28]1>>[c:5]1([NH:25][CH2:24][c:23]2[cH:22][c:21]([F:20])[cH:28][cH:27][cH:26]2)[n:6][cH:7][cH:8][c:9](-[n:11]2[cH:12][n:13][c:14]3[c:15]2[cH:16][cH:17][cH:18][cH:19]3)[n:10]1. The reactants are COC1=CC=C2C(C(CSC2=C1)C1=CC=C(C=C1)OC)C=1C=C(CO)C=CC1 (3-[7-methoxy-3-(4-methoxyphenyl)thiochroman-4-yl]benzyl alcohol). Reagents/catalysts: [O-2].[Mn+4].[O-2] (manganese(IV) oxide). The solvent is C(Cl)Cl (methylene chloride), C(Cl)Cl (methylene chloride). Conditions: temperature 40 celsius, time 3 hour. Yields the product COC1=CC=C2C(C(CSC2=C1)C1=CC=C(C=C1)OC)C=1C=C(C=O)C=CC1 (3-[7-methoxy-3-(4-methoxyphenyl)thiochroman-4-yl]benzaldehyde). Reaction SMILES: [CH3:1][O:2][C:3]1[CH:12]=[C:11]2[C:6]([CH:7]([C:21]3[CH:22]=[C:23]([CH:26]=[CH:27][CH:28]=3)[CH2:24][OH:25])[CH:8]([C:13]3[CH:18]=[CH:17][C:16]([O:19][CH3:20])=[CH:15][CH:14]=3)[CH2:9][S:10]2)=[CH:5][CH:4]=1>C(Cl)Cl.[O-2].[Mn+4].[O-2]>[CH3:1][O:2][C:3]1[CH:12]=[C:11]2[C:6]([CH:7]([C:21]3[CH:22]=[C:23]([CH:26]=[CH:27][CH:28]=3)[CH:24]=[O:25])[CH:8]([C:13]3[CH:14]=[CH:15][C:16]([O:19][CH3:20])=[CH:17][CH:18]=3)[CH2:9][S:10]2)=[CH:5][CH:4]=1 |f:2.3.4|. Procedure details: The mixture of 3-[7-methoxy-3-(4-methoxyphenyl)thiochroman-4-yl]benzyl alcohol (358 mg, 0.912 mmol) and manganese(IV) oxide (634 mg, 7.296 mmol) in methylene chloride (80 ml) was stirred at 40° C. for 3 h. When the reaction was completed, methylene chloride was added to the reaction mixture, which was then filtrated over silica gel and washed with several times with methylene chloride. The organic layer was concentrated under reduced pressure to give 360 mg (quant.) of the title compound as a wh... The reactants are CCON, COCOCc1noc(-c2ccc(C(F)(F)F)cc2)c1C=O, Cl, C1CCOC1. The product is CCON=Cc1c(COCOC)noc1-c1ccc(C(F)(F)F)cc1. As a reaction SMILES: [CH2:24]([CH3:25])[O:26][NH2:27].[CH3:1][O:2][CH2:3][O:4][CH2:5][c:6]1[n:7][o:8][c:9](-[c:13]2[cH:14][cH:15][c:16]([C:19]([F:20])([F:21])[F:22])[cH:17][cH:18]2)[c:10]1[CH:11]=[O:12].[ClH:23].[O:28]1[CH2:29][CH2:30][CH2:31][CH2:32]1>>[CH3:1][O:2][CH2:3][O:4][CH2:5][c:6]1[n:7][o:8][c:9](-[c:13]2[cH:14][cH:15][c:16]([C:19]([F:20])([F:21])[F:22])[cH:17][cH:18]2)[c:10]1[CH:11]=[N:27][O:26][CH2:24][CH3:25]. The reactants are CN1CCCC1=O, N#C[Cu]C#N, Fc1cc(Br)cc(F)c1F, N. Yields the product N#Cc1cc(F)c(F)c(F)c1. Reaction SMILES: [CH3:17][N:18]1[CH2:19][CH2:20][CH2:21][C:22]1=[O:23].[Cu:11]([C:12]#[N:13])[C:14]#[N:15].[F:1][c:2]1[cH:3][c:4]([Br:10])[cH:5][c:6]([F:9])[c:7]1[F:8].[NH3:16]>>[F:1][c:2]1[cH:3][c:4]([C:12]#[N:13])[cH:5][c:6]([F:9])[c:7]1[F:8]. Reactants: COc1ccc(-c2c(-c3ccccc3F)oc3ncnc(OC4CCCN(Cc5ccccc5)C4)c23)cc1, CO, O=CO, [Pd]. Yields the product O=CO, COc1ccc(-c2c(-c3ccccc3F)oc3ncnc(OC4CCCNC4)c23)cc1. Reaction SMILES: [CH2:1]([c:2]1[cH:3][cH:4][cH:5][cH:6][cH:7]1)[N:8]1[CH2:9][CH:10]([O:14][c:15]2[c:16]3[c:17]([n:18][cH:19][n:20]2)[o:21][c:22](-[c:32]2[c:33]([F:38])[cH:34][cH:35][cH:36][cH:37]2)[c:23]3-[c:24]2[cH:25][cH:26][c:27]([O:30][CH3:31])[cH:28][cH:29]2)[CH2:11][CH2:12][CH2:13]1.[CH3:42][OH:43].[CH:39](=[O:40])[OH:41].[Pd:44]>>[CH:39](=[O:40])[OH:41].[NH:8]1[CH2:9][CH:10]([O:14][c:15]2[c:16]3[c:17]([n:18][cH:19][n:20]2)[o:21][c:22](-[c:32]2[c:33]([F:38])[cH:34][cH:35][cH:36][cH:37]2)[c:23]3-[c:24]2[cH:25][cH:26][c:27]([O:30][CH3:31])[cH:28][cH:29]2)[CH2:11][CH2:12][CH2:13]1. Starting materials: C1=CC(=CC(=C1)Cl)C(=O)OO (mCPBA), C(C1=CC=CC=C1)OC=1C=CC=2C3=C(C=NC2C1)N=C(N3CC(C)(C)NC(=O)NC(C)C)COCC (N-[2-(7-benzyloxy-2-ethoxymethyl-1H-imidazo[4,5-c]quinolin-1-yl)-1,1-dimethylethyl]-N′-isopropylurea), C1=CC(=CC(=C1)Cl)C(=O)OO (mCPBA). Solvent: C(Cl)(Cl)Cl (chloroform). Run at time 3 hour. Yields the product C(C1=CC=CC=C1)OC=1C=CC=2C3=C(C=[N+](C2C1)[O-])N=C(N3CC(C)(C)NC(=O)NC(C)C)COCC (N-[2-(7-benzyloxy-2-ethoxymethyl-5-oxido-1H-imidazo[4,5-c]quinolin-1-yl)-1,1-dimethylethyl]-N′-isopropylurea). The yield is 108.8%. Reaction SMILES: C1C=C(Cl)C=C(C(OO)=[O:9])C=1.[CH2:12]([O:19][C:20]1[CH:21]=[CH:22][C:23]2[C:24]3[N:32]([CH2:33][C:34]([NH:37][C:38]([NH:40][CH:41]([CH3:43])[CH3:42])=[O:39])([CH3:36])[CH3:35])[C:31]([CH2:44][O:45][CH2:46][CH3:47])=[N:30][C:25]=3[CH:26]=[N:27][C:28]=2[CH:29]=1)[C:13]1[CH:18]=[CH:17][CH:16]=[CH:15][CH:14]=1>C(Cl)(Cl)Cl>[CH2:12]([O:19][C:20]1[CH:21]=[CH:22][C:23]2[C:24]3[N:32]([CH2:33][C:34]([NH:37][C:38]([NH:40][CH:41]([CH3:43])[CH3:42])=[O:39])([CH3:35])[CH3:36])[C:31]([CH2:44][O:45][CH2:46][CH3:47])=[N:30][C:25]=3[CH:26]=[N+:27]([O-:9])[C:28]=2[CH:29]=1)[C:13]1[CH:14]=[CH:15][CH:16]=[CH:17][CH:18]=1. Procedure details: mCPBA (60% pure, 1.18 g) was added to a solution of N-[2-(7-benzyloxy-2-ethoxymethyl-1H-imidazo[4,5-c]quinolin-1-yl)-1,1-dimethylethyl]-N′-isopropylurea (1.96 g, 4.0 mmol) in chloroform (50 mL). The reaction was stirred for 3 hours and then an additional 0.53 g of mCPBA was added. The reaction was stirred for 2 more hours and then quenched with aqueous 1% sodium carbonate. The layers were separated and the aqueous fraction was extracted with dichloromethane. The combined organic fractions were w... Reactants: C[O-].[Na+] (Sodium methoxide), solution, [H-].[Al+3].[Li+].[H-].[H-].[H-] (lithium aluminum hydride), C(C)(=O)OCC (ethyl acetate), BrC1=CC=C(C=C1)C#CCO (3-(4-bromophenyl)prop-2-yn-1-ol), C(C)(C)(C)P(C(C)(C)C)C(C)(C)C (tri-tert-butylphosphine), C1CCCCC1 (cyclohexane), IC1=CC=CC=C1 (Iodobenzene), Cl (hydrochloric acid). Reagents/catalysts: [Br-].[Zn+2].[Br-] (zinc bromide). Solvent: O1CCCC1 (tetrahydrofuran), O1CCCC1 (tetrahydrofuran), O (water), CO (Methanol). Conditions: temperature 0 celsius, time 3 hour. Product: BrC1=CC=C(C=C1)/C(=C/CO)/C1=CC=CC=C1 ((E)-3-(4-bromophenyl)-3-phenylprop-2-en-1-ol). RXN SMILES: C[O-].[Na+].[H-].[Al+3].[Li+].[H-].[H-].[H-].[Br:10][C:11]1[CH:16]=[CH:15][C:14]([C:17]#[C:18][CH2:19][OH:20])=[CH:13][CH:12]=1.C(OCC)(=O)C.I[C:28]1[CH:33]=[CH:32][CH:31]=[CH:30][CH:29]=1.C(P(C(C)(C)C)C(C)(C)C)(C)(C)C.C1CCCCC1.Cl>O1CCCC1.[Br-].[Zn+2].[Br-].O.CO>[Br:10][C:11]1[CH:12]=[CH:13][C:14](/[C:17](/[C:28]2[CH:33]=[CH:32][CH:31]=[CH:30][CH:29]=2)=[CH:18]/[CH2:19][OH:20])=[CH:15][CH:16]=1 |f:0.1,2.3.4.5.6.7,15.16.17|. Procedure: Sodium methoxide (0.27 g, 0.5 mmol) was added to 1 M solution of lithium aluminum hydride in tetrahydrofuran (12 mL, 12 mmol). The mixture was cooled to 0° C. and a solution of 3-(4-bromophenyl)prop-2-yn-1-ol (0.422 g, 2.0 mmol) in tetrahydrofuran (50 mL) was slowly added. The reaction was stirred for at 0° C. for 3 h, ethyl acetate (2.6 mL, 30 mmol) was added and the mixture was stirred for further 10 min without cooling. Iodobenzene (2.7 g, 13 mmol), anhydrous zinc bromide (1.4 g, 6 mmol), and...